This data is from the Open Reaction Database (ORD), a public repository of structured organic reaction records. The task is: describe an organic reaction: reactants, conditions, products, and yield The reactants are BrC1=CC2=C(N(C3=C(N(C2=O)C)C=CC(=N3)C)CC)N=C1 (8-bromo-5,11-dihydro-2,5-dimethyl-11-ethyl-6H-dipyrido[3,2-b:2′,3′-e][1,4]diazepin-6-one), C(C=C)[Sn](CCCC)(CCCC)CCCC (allyltributyltin). Reagents/catalysts: C=1C=CC(=CC1)[P](C=2C=CC=CC2)(C=3C=CC=CC3)[Pd]([P](C=4C=CC=CC4)(C=5C=CC=CC5)C=6C=CC=CC6)([P](C=7C=CC=CC7)(C=8C=CC=CC8)C=9C=CC=CC9)[P](C=1C=CC=CC1)(C=1C=CC=CC1)C=1C=CC=CC1 (Pd(PPh3)4). Solvent: CN(C)C=O (DMF). Conditions: temperature 100 celsius. Yields the product CC=1C=CC=2N(C(C3=C(N(C2N1)CC)N=CC(=C3)CC=C)=O)C (5,11-Dihydro-2,5-dimethyl-11-ethyl-8-(2-propenyl)-6H-dipyrido[3,2-b:2′,3′-e][1,4]diazepin-6-one). Yield: 85.2%. Reaction SMILES: Br[C:2]1[CH:21]=[N:20][C:5]2[N:6]([CH2:18][CH3:19])[C:7]3[N:16]=[C:15]([CH3:17])[CH:14]=[CH:13][C:8]=3[N:9]([CH3:12])[C:10](=[O:11])[C:4]=2[CH:3]=1.[CH2:22]([Sn](CCCC)(CCCC)CCCC)[CH:23]=[CH2:24]>CN(C=O)C.C1C=CC([P]([Pd]([P](C2C=CC=CC=2)(C2C=CC=CC=2)C2C=CC=CC=2)([P](C2C=CC=CC=2)(C2C=CC=CC=2)C2C=CC=CC=2)[P](C2C=CC=CC=2)(C2C=CC=CC=2)C2C=CC=CC=2)(C2C=CC=CC=2)C2C=CC=CC=2)=CC=1>[CH3:17][C:15]1[CH:14]=[CH:13][C:8]2[N:9]([CH3:12])[C:10](=[O:11])[C:4]3[CH:3]=[C:2]([CH2:24][CH:23]=[CH2:22])[CH:21]=[N:20][C:5]=3[N:6]([CH2:18][CH3:19])[C:7]=2[N:16]=1 |^1:46,48,67,86|. Procedure details: A solution of 8-bromo-5,11-dihydro-2,5-dimethyl-11-ethyl-6H-dipyrido[3,2-b:2′,3′-e][1,4]diazepin-6-one (258 mg, 0.7 mmol) in DMF (7.4 mL) was degassed under reduced pressure for 20 min. Pd(PPh3)4 (43 mg, 0.04 mmol) was then added followed by allyltributyltin (0.3 mL, 0.85 mmol). After degassing under reduced pressure for 10 min, the mixture was heated to 100° C. for 1.5 h. The mixture was then concentrated under reduced pressure. The residue was purified by flash chromatography (hexane:EtOAc, 8:... Starting materials: C(C)(C)(C)OC(N(CCNC1=CC(=NC=2N1N=C(C2)C)C)C2CCCC2)=O (cyclopentyl-[2-(2,5-dimethyl-pyrazolo[1,5-a]pyrimidin-7-ylamino)-ethyl]-carbamic acid tert-butyl ester), IN1C(CCC1=O)=O (N-iodosuccinimide). RXN SMILES: [C:1]([O:5][C:6](=[O:27])[N:7]([CH:22]1[CH2:26][CH2:25][CH2:24][CH2:23]1)[CH2:8][CH2:9][NH:10][C:11]1[N:16]2[N:17]=[C:18]([CH3:20])[CH:19]=[C:15]2[N:14]=[C:13]([CH3:21])[CH:12]=1)([CH3:4])([CH3:3])[CH3:2].[I:28]N1C(=O)CCC1=O>C(Cl)(Cl)Cl>[C:1]([O:5][C:6](=[O:27])[N:7]([CH:22]1[CH2:26][CH2:25][CH2:24][CH2:23]1)[CH2:8][CH2:9][NH:10][C:11]1[N:16]2[N:17]=[C:18]([CH3:20])[C:19]([I:28])=[C:15]2[N:14]=[C:13]([CH3:21])[CH:12]=1)([CH3:4])([CH3:2])[CH3:3]. Procedure: To a 0° C. stirred solution of cyclopentyl-[2-(2,5-dimethyl-pyrazolo[1,5-a]pyrimidin-7-ylamino)-ethyl]-carbamic acid tert-butyl ester (89 mg, 0.24 mmol) in chloroform (5 mL) was added N-iodosuccinimide (54 mg, 0.24 mmol). After stirring 30 minutes the reaction was extracted from saturated aqueous sodium thiosulfate with chloroform. The combined extracts were dried (Na2SO4), concentrated under reduced pressure to give the product as a slightly yellowed glass (102 mg, 85%): +APcI MS (M+1)+ 500; 1H... Solvent: C(Cl)(Cl)Cl (chloroform). Reaction conditions: time 30 minute. Yields the product C(C)(C)(C)OC(N(CCNC1=CC(=NC=2N1N=C(C2I)C)C)C2CCCC2)=O (Cyclopentyl-[2-(3-iodo-2,5-dimethyl-pyrazolo[1,5-a]pyrimidin-7-ylamino)-ethyl]-carbamic acid tert-butyl ester). Yield: 85.1%. Reactants: BrC1=C(N=C2N(C1=O)C(=CC=C2)C)CO (3-bromo-2-(hydroxymethyl)-6-methyl-4H-pyrido[1,2-a]pyrimidin-4-one), FC=1C=C(C=CC1)B(O)O (3-fluorophenylboronic acid), C(=O)(O)O (sodium carbonate anhydrous). The reagents and catalysts are C=1C=CC(=CC1)[P](C=2C=CC=CC2)(C=3C=CC=CC3)[Pd]([P](C=4C=CC=CC4)(C=5C=CC=CC5)C=6C=CC=CC6)([P](C=7C=CC=CC7)(C=8C=CC=CC8)C=9C=CC=CC9)[P](C=1C=CC=CC1)(C=1C=CC=CC1)C=1C=CC=CC1 (tetrakis(triphenylphosphine)palladium). Solvent: C(C)#N.O (acetonitrile water). Run at temperature 85 celsius, time 2 hour. Yields the product FC=1C=C(C=CC1)C1=C(N=C2N(C1=O)C(=CC=C2)C)CO (3-(3-fluorophenyl)-2-(hydroxymethyl)-6-methyl-4H-pyrido[1,2-a]pyrimidin-4-one). Reaction SMILES: Br[C:2]1[C:7](=[O:8])[N:6]2[C:9]([CH3:13])=[CH:10][CH:11]=[CH:12][C:5]2=[N:4][C:3]=1[CH2:14][OH:15].[F:16][C:17]1[CH:18]=[C:19](B(O)O)[CH:20]=[CH:21][CH:22]=1.C(O)(O)=O>C(#N)C.O.C1C=CC([P]([Pd]([P](C2C=CC=CC=2)(C2C=CC=CC=2)C2C=CC=CC=2)([P](C2C=CC=CC=2)(C2C=CC=CC=2)C2C=CC=CC=2)[P](C2C=CC=CC=2)(C2C=CC=CC=2)C2C=CC=CC=2)(C2C=CC=CC=2)C2C=CC=CC=2)=CC=1>[F:16][C:17]1[CH:22]=[C:21]([C:2]2[C:7](=[O:8])[N:6]3[C:9]([CH3:13])=[CH:10][CH:11]=[CH:12][C:5]3=[N:4][C:3]=2[CH2:14][OH:15])[CH:20]=[CH:19][CH:18]=1 |f:3.4,^1:37,39,58,77|. Procedure: A mixture of 3-bromo-2-(hydroxymethyl)-6-methyl-4H-pyrido[1,2-a]pyrimidin-4-one (0.09450 g, 0.3512 mmol), 3-fluorophenylboronic acid (0.09827 g, 0.7024 mmol), tetrakis(triphenylphosphine)palladium (0.02029 g, 0.01756 mmol), and sodium carbonate anhydrous (0.1861 g, 1.756 mmol) in acetonitrile-water (3:1) (4 mL) was stirred at 85° C. After 2 h, the mixture was cooled to rt and partitioned between EtOAc (50 mL) and water (50 mL). The organic layer was washed with brine (50 mL×2), dried over Na2SO4... Starting materials: CC(C)OC(=O)Cl, O=C(O)C1CCNCC1, [Na+], [OH-], O. Yields the product CC(C)OC(=O)N1CCC(C(=O)O)CC1. As a reaction SMILES: [Cl:1][C:2](=[O:3])[O:4][CH:5]([CH3:6])[CH3:7].[NH:8]1[CH2:9][CH2:10][CH:11]([C:14](=[O:15])[OH:16])[CH2:12][CH2:13]1.[Na+:18].[OH-:17].[OH2:19]>>[C:2](=[O:3])([O:4][CH:5]([CH3:6])[CH3:7])[N:8]1[CH2:9][CH2:10][CH:11]([C:14](=[O:15])[OH:16])[CH2:12][CH2:13]1. Starting materials: NC1C(N(C2=C(C(=N1)C1CCCC1)C=CC=C2)CCC)=O (3(R,S)-amino-5-cyclopentyl-1,3-dihydro-1-propyl-2H-1,4-benzodiazepin-2-one), ClC(=O)OC1=CC=C(C=C1)[N+](=O)[O-] (4-nitrophenyl chloroformate). Yields the product C1(CCCC1)C1=NC(C(N(C2=C1C=CC=C2)CCC)=O)NC(=O)OC2=CC=C(C=C2)[N+](=O)[O-] (5-Cyclopentyl-1,3-dihydro-1-propyl-3(R,S)-[(4-nitrophenyloxycarbonyl)amino]-2H-1,4-benzodiazepin2-one). Isolated yield 7.8%. As a reaction SMILES: [NH2:1][CH:2]1[N:8]=[C:7]([CH:9]2[CH2:13][CH2:12][CH2:11][CH2:10]2)[C:6]2[CH:14]=[CH:15][CH:16]=[CH:17][C:5]=2[N:4]([CH2:18][CH2:19][CH3:20])[C:3]1=[O:21].Cl[C:23]([O:25][C:26]1[CH:31]=[CH:30][C:29]([N+:32]([O-:34])=[O:33])=[CH:28][CH:27]=1)=[O:24]>>[CH:9]1([C:7]2[C:6]3[CH:14]=[CH:15][CH:16]=[CH:17][C:5]=3[N:4]([CH2:18][CH2:19][CH3:20])[C:3](=[O:21])[CH:2]([NH:1][C:23]([O:25][C:26]3[CH:27]=[CH:28][C:29]([N+:32]([O-:34])=[O:33])=[CH:30][CH:31]=3)=[O:24])[N:8]=2)[CH2:10][CH2:11][CH2:12][CH2:13]1. Procedure details: The title compound was prepared from 3(R,S)-amino-5-cyclopentyl-1,3-dihydro-1-propyl-2H-1,4-benzodiazepin-2-one (321 mg, 11.2 mmol) and 4-nitrophenyl chloroformate (229 mg, 11.4 mmol) using the procedure described in Example 20, Step 1. The crude product was triturated with ether (10 ml) to give the title compound (396 mg, 78%) as a white solid. 1H NMR (360 MHz, CDCl3) 0.83 (3H, t, J=7.4 Hz), 1.33-1.82 (8H, m), 1.97 (1H, m), 2.15 (1H, m), 3.34 (1H, m), 3.60 (1H, m), 4.32 (1H, m), 5.16 (1H, d, J=... Reactants: N1(CCCC1)CCOCC1CCNCC1 (4-(2-Pyrrolidin-1-ylethoxymethyl)piperidine), BrC1=C(C2=C(N=C(N=C2)Cl)S1)C1=CC=CC=C1 (6-bromo-2-chloro-5-phenyl-thieno[2,3-d]pyrimidine), C([O-])([O-])=O.[K+].[K+] (potassium carbonate). Solvent: C(C)#N (acetonitrile), C(Cl)Cl (DCM). Yields the product BrC1=C(C2=C(N=C(N=C2)N2CCC(CC2)COCCN2CCCC2)S1)C1=CC=CC=C1 (6-bromo-5-phenyl-2-[4-(2-pyrrolidin-1-ylethoxymethyl)-1-piperidyl]thieno[2,3-d]pyrimidine). Yield: 42.9%. Reaction SMILES: [N:1]1([CH2:6][CH2:7][O:8][CH2:9][CH:10]2[CH2:15][CH2:14][NH:13][CH2:12][CH2:11]2)[CH2:5][CH2:4][CH2:3][CH2:2]1.[Br:16][C:17]1[S:26][C:20]2[N:21]=[C:22](Cl)[N:23]=[CH:24][C:19]=2[C:18]=1[C:27]1[CH:32]=[CH:31][CH:30]=[CH:29][CH:28]=1.C(=O)([O-])[O-].[K+].[K+]>C(#N)C.C(Cl)Cl>[Br:16][C:17]1[S:26][C:20]2[N:21]=[C:22]([N:13]3[CH2:14][CH2:15][CH:10]([CH2:9][O:8][CH2:7][CH2:6][N:1]4[CH2:5][CH2:4][CH2:3][CH2:2]4)[CH2:11][CH2:12]3)[N:23]=[CH:24][C:19]=2[C:18]=1[C:27]1[CH:32]=[CH:31][CH:30]=[CH:29][CH:28]=1 |f:2.3.4|. Procedure details: 4-(2-Pyrrolidin-1-ylethoxymethyl)piperidine (0.567 g, 1.74 mmol), 6-bromo-2-chloro-5-phenyl-thieno[2,3-d]pyrimidine (0.554 g, 2.61 mmol) and potassium carbonate (7.21 g, 7.7 mmol) were combined and heated in acetonitrile for 30 minutes to 150° C. in the microwave. The reaction mixture was diluted with DCM, washed with water, dried over Na2SO4 and concentrated at reduced pressure. The resulting residue was purified by flash chromatography, eluting with DCM—92/8/2 DCM/MeOH/NH4OH gradient to afford...